Dataset: the Open Reaction Database (ORD), a public repository of structured organic reaction records. Task: describe an organic reaction: reactants, conditions, products, and yield Starting materials: CN1C(=O)c2ccccc2S1(=O)=O, CC(C)(C)[O-], CS(C)=O, COC(=O)CCl, [K+]. The product is COC(=O)C1=C(O)c2ccccc2S(=O)(=O)N1C. RXN SMILES: [CH3:1][N:2]1[S:3](=[O:4])(=[O:5])[c:6]2[cH:7][cH:8][cH:9][cH:10][c:11]2[C:12]1=[O:13].[CH3:20][C:21]([CH3:22])([O-:23])[CH3:24].[CH3:26][S:27]([CH3:28])=[O:29].[Cl:14][CH2:15][C:16](=[O:17])[O:18][CH3:19].[K+:25]>>[CH3:1][N:2]1[S:3](=[O:4])(=[O:5])[c:6]2[cH:7][cH:8][cH:9][cH:10][c:11]2[C:12]([OH:13])=[C:15]1[C:16](=[O:17])[O:18][CH3:19]. Reactants: ClCCl, CC1(C)COC(c2ccc3c(c2)C(O)c2ccccc2CO3)=N1, O=S(Cl)Cl. The product is CC1(C)COC(c2ccc3c(c2)C(Cl)c2ccccc2CO3)=N1. As a reaction SMILES: [CH2:28]([Cl:29])[Cl:30].[OH:5][CH:6]1[c:7]2[c:8]([cH:17][cH:18][c:19]([C:21]3=[N:25][C:24]([CH3:26])([CH3:27])[CH2:23][O:22]3)[cH:20]2)[O:9][CH2:10][c:11]2[c:12]1[cH:13][cH:14][cH:15][cH:16]2.[S:1]([Cl:2])([Cl:3])=[O:4]>>[Cl:3][CH:6]1[c:7]2[c:8]([cH:17][cH:18][c:19]([C:21]3=[N:25][C:24]([CH3:26])([CH3:27])[CH2:23][O:22]3)[cH:20]2)[O:9][CH2:10][c:11]2[c:12]1[cH:13][cH:14][cH:15][cH:16]2. The reactants are FC1=C(C=CC=C1OC)CCN (2-(2-fluoro-3-methoxy-phenyl)-ethylamine), C=O (formaldehyde), C(=O)(C(F)(F)F)O (TFA). Run in C(Cl)Cl (DCM). Product: FC1=C2CCNCC2=CC=C1OC (5-Fluoro-6-methoxy-1,2,3,4-tetrahydro-isoquinoline). RXN SMILES: [F:1][C:2]1[C:7]([O:8][CH3:9])=[CH:6][CH:5]=[CH:4][C:3]=1[CH2:10][CH2:11][NH2:12].C=O.[C:15](O)(C(F)(F)F)=O>C(Cl)Cl>[F:1][C:2]1[C:7]([O:8][CH3:9])=[CH:6][CH:5]=[C:4]2[C:3]=1[CH2:10][CH2:11][NH:12][CH2:15]2. Reported procedure: To 1.0 g (5.9 mmol) 2-(2-fluoro-3-methoxy-phenyl)-ethylamine and 0.66 mL (8.9 mmol) formaldehyde (37% solution in water) in 10 mL DCM are added slowly 0.91 mL (12 mmol) TFA and the resulting mixture is stirred at r.t. over night. The reaction mixture is purified by HPLC (ACN/H2O/NH4OH).